Dataset: the Open Reaction Database (ORD), a public repository of structured organic reaction records. Task: describe an organic reaction: reactants, conditions, products, and yield Starting materials: C1=CC(=CC=C1O)C (p-cresol), C1=C(C=CC=C1O)C (m-cresol), O.O.C(C(=O)O)(=O)O (oxalic acid dihydrate), aqueous solution, C=O (formaldehyde). Run in O (water), O (water). The product is C1=CC(=CC=C1O)C.C1=C(C=CC=C1O)C.C=O (p-cresol m-cresol formaldehyde). RXN SMILES: [CH:1]1[C:6]([OH:7])=[CH:5][CH:4]=[C:3]([CH3:8])[CH:2]=1.[CH:9]1[C:14]([OH:15])=[CH:13][CH:12]=[CH:11][C:10]=1[CH3:16].O.O.C(O)(=O)[C:20](O)=[O:21].C=O>O>[CH:5]1[C:6]([OH:7])=[CH:1][CH:2]=[C:3]([CH3:8])[CH:4]=1.[CH:9]1[C:14]([OH:15])=[CH:13][CH:12]=[CH:11][C:10]=1[CH3:16].[CH2:20]=[O:21] |f:2.3.4,7.8.9|. Reported procedure: To a mixed solution of 30 g (0.28 mole) of p-cresol, 30 g (0.28 mole) of m-cresol, 1.0 g of oxalic acid dihydrate and 2 ml of water, 27.0 g of aqueous solution of 37% formaldehyde was dropped at 100° C. with stirring, followed by reaction at 100°±5° C. for 4 hours with stirring. After reaction, 1000 ml of water was poured into the reaction solution for deposition. A supernatant was removed by decantation. The deposited material was dissolved in 60 ml of acetone, followed by pouring of 600 ml of ... The reactants are ClCCCC(=O)Cl (4-chlorobutyryl chloride), C1=CC=CC=2NC3=C(NC(C21)=O)C=CC=C3 (10,11-dihydrodibenzo[b,e][1,4]diazepin-11-one). Solvent: CC(=O)C (acetone). The product is ClCCCC(=O)N1C2=C(NC(C3=C1C=CC=C3)=O)C=CC=C2 (5- (4-Chlorobutyryl)-10,11-dihydrodibenzo [b,e][1,4]diazepin-11-one). RXN SMILES: [Cl:1][CH2:2][CH2:3][CH2:4][C:5](Cl)=[O:6].[CH:8]1[C:18]2[C:17](=[O:19])[NH:16][C:15]3[CH:20]=[CH:21][CH:22]=[CH:23][C:14]=3[NH:13][C:12]=2[CH:11]=[CH:10][CH:9]=1>CC(C)=O>[Cl:1][CH2:2][CH2:3][CH2:4][C:5]([N:13]1[C:12]2[CH:11]=[CH:10][CH:9]=[CH:8][C:18]=2[C:17](=[O:19])[NH:16][C:15]2[CH:20]=[CH:21][CH:22]=[CH:23][C:14]1=2)=[O:6]. Procedure: A mixture of 4-chlorobutyryl chloride (3.5 g) and 10,11-dihydrodibenzo[b,e][1,4]diazepin-11-one (4.2 g) (J. Med. Chem., 1963, 6, 767) in acetone (90 ml) was heated under reflux for 8 hours and evaporated. The residue was purified by chromatography on silica using hexane plus 0-100% dichloromethane as eluant. Appropriate fractions were combined and evaporated and the residue triturated with hexane/dichloromethane to give the title compound as a colourless solid, 1.62 g (26%), m.p. 151°-152° C. Reactants: Br, [N-]=[N+]=NCC1Cc2ccc(-c3ccccc3)cc2O1. Yields the product NCC1Cc2ccc(-c3ccccc3)cc2O1. As a reaction SMILES: [BrH:20].[c:1]1(-[c:7]2[cH:8][c:9]3[c:10]([cH:18][cH:19]2)[CH2:11][CH:12]([CH2:14][N:15]=[N+:16]=[N-:17])[O:13]3)[cH:2][cH:3][cH:4][cH:5][cH:6]1>>[c:1]1(-[c:7]2[cH:8][c:9]3[c:10]([cH:18][cH:19]2)[CH2:11][CH:12]([CH2:14][NH2:15])[O:13]3)[cH:2][cH:3][cH:4][cH:5][cH:6]1. The reactants are Brc1cnc2ccccc2c1, C1CCOC1, CC1(C)CCCC(C)(C)N1, CC(C)[Mg+], [Cl-], [Cl-], [Li+], CN(C)C=O. Product: O=Cc1nc2ccccc2cc1Br. As a reaction SMILES: [Br:18][c:19]1[cH:20][n:21][c:22]2[cH:23][cH:24][cH:25][cH:26][c:27]2[cH:28]1.[CH2:34]1[O:35][CH2:36][CH2:37][CH2:38]1.[CH3:8][C:9]1([CH3:10])[CH2:11][CH2:12][CH2:13][C:14]([CH3:15])([CH3:16])[NH:17]1.[CH:4]([Mg+:5])([CH3:6])[CH3:7].[Cl-:1].[Cl-:3].[Li+:2].[O:29]=[CH:30][N:31]([CH3:32])[CH3:33]>>[Br:18][c:19]1[c:20]([CH:30]=[O:29])[n:21][c:22]2[cH:23][cH:24][cH:25][cH:26][c:27]2[cH:28]1. The reactants are ClC1=C(C(=CC(=C1)C)C)N1C=2C(CCC1)=C(N(N2)C)N (7-(2-Chloro-4,6-dimethylphenyl)-2-methyl-4,5,6,7-tetrahydro-2H-pyrazolo[3,4-b]pyridin-3-ylamine), CCCC(CCC)=O (4-heptanone), CCCC(CCC)=O (4-heptanone), C(C)(=O)O[BH-](OC(C)=O)OC(C)=O.[Na+] (sodium triacetoxyborohydride), C(C)(=O)O[BH-](OC(C)=O)OC(C)=O.[Na+] (sodium triacetoxyborohydride). Run in ClC(C)Cl (dichloroethane). Run at temperature 60 celsius, time 15 minute. Product: ClC1=C(C(=CC(=C1)C)C)N1C=2C(CCC1)=C(N(N2)C)NC(CCC)CCC ([7-(2-chloro-4,6-dimethylphenyl)-2-methyl-4,5,6,7-tetrahydro-2H-pyrazolo[3,4-b]pyridin-3-yl](1-propyl butyl)amine). RXN SMILES: [Cl:1][C:2]1[CH:7]=[C:6]([CH3:8])[CH:5]=[C:4]([CH3:9])[C:3]=1[N:10]1[CH2:15][CH2:14][CH2:13][C:12]2=[C:16]([NH2:20])[N:17]([CH3:19])[N:18]=[C:11]12.[CH3:21][CH2:22][CH2:23][C:24](=O)[CH2:25][CH2:26][CH3:27].C(O[BH-](OC(=O)C)OC(=O)C)(=O)C.[Na+]>ClC(Cl)C>[Cl:1][C:2]1[CH:7]=[C:6]([CH3:8])[CH:5]=[C:4]([CH3:9])[C:3]=1[N:10]1[CH2:15][CH2:14][CH2:13][C:12]2=[C:16]([NH:20][CH:24]([CH2:25][CH2:26][CH3:27])[CH2:23][CH2:22][CH3:21])[N:17]([CH3:19])[N:18]=[C:11]12 |f:2.3|. Procedure: 7-(2-Chloro-4,6-dimethylphenyl)-2-methyl-4,5,6,7-tetrahydro-2H-pyrazolo[3,4-b]pyridin-3-ylamine (45.7 mg) and 4-heptanone (24 μL) were dissolved and stirred in 3 mL of dichloroethane. After 15 min, 44.5 mg of sodium triacetoxyborohydride was added. The reaction mixture was stirred at 60° C. during the day and at room temperature over night during 3 d. During this period, an additional 109 μL of 4-heptanone and an additional 104 mg of sodium triacetoxyborohydride were added to drive the reaction ... Reactants: OC1=CC=C(OC2CN(C2)C2=CC=C(C=C2)[C@H](C)NC(C)=O)C=C1 ((S)—N-(1-{4-[3-(4-hydroxy-phenoxy)-azetidin-1-yl]-phenyl}-ethyl)-acetamide), C([O-])([O-])=O.[K+].[K+] (potassium carbonate), BrC(C)C (2-bromopropane). Solvent: CN(C)C=O (DMF). Reaction conditions: temperature 80 celsius, time 12 hour. The product is C(C)(C)OC1=CC=C(OC2CN(C2)C2=CC=C(C=C2)[C@H](C)NC(C)=O)C=C1 ((S)—N-(1-{4-[3-(4-Isopropoxy-phenoxy)-azetidin-1-yl]-phenyl}-ethyl)-acetamide). As a reaction SMILES: [OH:1][C:2]1[CH:24]=[CH:23][C:5]([O:6][CH:7]2[CH2:10][N:9]([C:11]3[CH:16]=[CH:15][C:14]([C@@H:17]([NH:19][C:20](=[O:22])[CH3:21])[CH3:18])=[CH:13][CH:12]=3)[CH2:8]2)=[CH:4][CH:3]=1.C(=O)([O-])[O-].[K+].[K+].Br[CH:32]([CH3:34])[CH3:33]>CN(C=O)C>[CH:32]([O:1][C:2]1[CH:3]=[CH:4][C:5]([O:6][CH:7]2[CH2:8][N:9]([C:11]3[CH:16]=[CH:15][C:14]([C@@H:17]([NH:19][C:20](=[O:22])[CH3:21])[CH3:18])=[CH:13][CH:12]=3)[CH2:10]2)=[CH:23][CH:24]=1)([CH3:34])[CH3:33] |f:1.2.3|. Procedure details: To 0.050 g (0.15 mmol) (S)—N-(1-{4-[3-(4-hydroxy-phenoxy)-azetidin-1-yl]-phenyl}-ethyl)-acetamide (VI.1) in 1.0 mL DMF are added 0.053 g (0.38 mmol) potassium carbonate and 17.2 μL (0.18 mmol) 2-bromopropane. The mixture is stirred for 12 h at 80° C. After cooling the mixture is directly purified by HPLC (XBridge, MeOH/water (+0.3% NH4OH)) to yield the desired product. Reactants: Cl.N[C@@H]1CC[C@H](CC1)NC(=O)C1=C(NC2=C1N=CN=C2C2=C(C=CC(=C2)C)OCC2CC2)C (N-(trans-4-aminocyclohexyl)-4-[2-(cyclopropylmethoxy)-5-methylphenyl]-6-methyl-5H-pyrrolo[3,2-d]pyrimidine-7-carboxamide hydrochloride), C(C)(=O)OCC(=O)Cl (2-chloro-2-oxoethyl acetate). The product is C1(CC1)COC1=C(C=C(C=C1)C)C=1C2=C(N=CN1)C(=C(N2)C)C(=O)N[C@@H]2CC[C@H](CC2)NC(CO)=O (4-[2-(Cyclopropylmethoxy)-5-methylphenyl]-N-{trans-4-[(hydroxyacetyl)amino]cyclohexyl}-6-methyl-5H-pyrrolo[3,2-d]pyrimidine-7-carboxamide). Reaction SMILES: Cl.[NH2:2][C@H:3]1[CH2:8][CH2:7][C@H:6]([NH:9][C:10]([C:12]2[C:16]3[N:17]=[CH:18][N:19]=[C:20]([C:21]4[CH:26]=[C:25]([CH3:27])[CH:24]=[CH:23][C:22]=4[O:28][CH2:29][CH:30]4[CH2:32][CH2:31]4)[C:15]=3[NH:14][C:13]=2[CH3:33])=[O:11])[CH2:5][CH2:4]1.C([O:37][CH2:38][C:39](Cl)=[O:40])(=O)C>>[CH:30]1([CH2:29][O:28][C:22]2[CH:23]=[CH:24][C:25]([CH3:27])=[CH:26][C:21]=2[C:20]2[C:15]3[NH:14][C:13]([CH3:33])=[C:12]([C:10]([NH:9][C@H:6]4[CH2:7][CH2:8][C@H:3]([NH:2][C:38](=[O:37])[CH2:39][OH:40])[CH2:4][CH2:5]4)=[O:11])[C:16]=3[N:17]=[CH:18][N:19]=2)[CH2:31][CH2:32]1 |f:0.1|. Reported procedure: Starting from N-(trans-4-aminocyclohexyl)-4-[2-(cyclopropylmethoxy)-5-methylphenyl]-6-methyl-5H-pyrrolo[3,2-d]pyrimidine-7-carboxamide hydrochloride (example D.f29) and commercially available 2-chloro-2-oxoethyl acetate the title compound is obtained as colorless solid. Reaction conditions: time 18 hour. RXN SMILES: [OH:1][CH:2]1[CH:6]([OH:7])[S:5][C:4](=[C:8]([C:15]([O:17][CH2:18][CH2:19][CH3:20])=[O:16])[C:9]([O:11][CH2:12][CH2:13][CH3:14])=[O:10])[S:3]1.[CH3:21][N:22]([CH3:26])[C:23](Cl)=[O:24]>N1C=CC=CC=1>[CH3:21][N:22]([CH3:26])[C:23]([O:7][CH:6]1[CH:2]([O:1][C:23](=[O:24])[N:22]([CH3:26])[CH3:21])[S:3][C:4](=[C:8]([C:15]([O:17][CH2:18][CH2:19][CH3:20])=[O:16])[C:9]([O:11][CH2:12][CH2:13][CH3:14])=[O:10])[S:5]1)=[O:24]. Yields the product CN(C(=O)OC1SC(SC1OC(N(C)C)=O)=C(C(=O)OCCC)C(=O)OCCC)C (di-n-propyl 4,5-bis (N,N-dimethylcarbamoyloxy)-1,3-dithiolane-2-ylidenemalonate). Run in N1=CC=CC=C1 (pyridine). Reactants: OC1SC(SC1O)=C(C(=O)OCCC)C(=O)OCCC (di-n-propyl 4,5-dihydroxy-1,3-dithiolane-2-ylidenemalonate), CN(C(=O)Cl)C (N,N-dimethylcarbamoyl chloride). Procedure details: 1.0 g (3.1 m mole) of di-n-propyl 4,5-dihydroxy-1,3-dithiolane-2-ylidenemalonate was dissolved in 5 ml of pyridine, 1.33 g of N,N-dimethylcarbamoyl chloride was dropped into the solution, which was stirred for 18 hours at room temperature.